This data is from the Open Reaction Database (ORD), a public repository of structured organic reaction records. The task is: describe an organic reaction: reactants, conditions, products, and yield Reactants: N1=CC=C(C=C1)C1=CC=C2C(=NN(C2=C1)COCC[Si](C)(C)C)C=O (6-pyridin-4-yl-1-(2-trimethylsilanyl-ethoxymethyl)-1H-indazole-3-carbaldehyde), NN1C=CC=C1 (N-aminopyrrole), C(C)(=O)O (acetic acid). Run in C(C)O (ethanol). Yields the product C[Si](CCOCN1N=CC2=CC=CC=C12)(C)C (1-(2-trimethylsilanyl-ethoxymethyl)-1H-indazole). The yield is 95.5%. As a reaction SMILES: N1C=CC([C:7]2[CH:15]=[C:14]3[C:10]([C:11](C=O)=[N:12][N:13]3[CH2:16][O:17][CH2:18][CH2:19][Si:20]([CH3:23])([CH3:22])[CH3:21])=[CH:9][CH:8]=2)=CC=1.NN1C=CC=C1.C(O)(=O)C>C(O)C>[CH3:21][Si:20]([CH3:23])([CH3:22])[CH2:19][CH2:18][O:17][CH2:16][N:13]1[C:14]2[C:10](=[CH:9][CH:8]=[CH:7][CH:15]=2)[CH:11]=[N:12]1. Reported procedure: A solution of 6-pyridin-4-yl-1-(2-trimethylsilanyl-ethoxymethyl)-1H-indazole-3-carbaldehyde (208 mg, 0.59 mmol), N-aminopyrrole (145 mg, 1.76 mmol), and acetic acid (5.8 μl) in ethanol (1 ml) was held at 95° C. for 16 h. The solution was then evaporated under reduced pressure, and purified by silica gel chromatography to give 6-pyrid-4-yl-3-E-N-(pyrrol-1-yl)iminomethyl)-1-(2-trimethylsilanyl-ethoxymethyl)-1H-indazole as an oil (140 mg, 57%). 1H NMR (300 MHz, CDCl3) δ 9.08 (s, 1H), 8.71 (d, 2H, J... Starting materials: nitro, ClC1=CC(=CC=C1)C(=O)OO (m-chloroperbenzoic acid), CC1=NC(=CC=C1)C (2,6-dimethylpyridine), [N+](=O)([O-])C1=CC=C(C=C1)C=O (p-nitrobenzenealdehyde), [N+](=O)([O-])C1=CC=C(C=CC2=NC(=CC=C2)C=CC2=CC=C(C=C2)[N+](=O)[O-])C=C1 (2,6-di(p-nitrostyryl)pyridine). RXN SMILES: CC1C=CC=C(C)N=1.[N+](C1C=CC(C=O)=CC=1)([O-])=[O:10].[N+:20]([C:23]1[CH:47]=[CH:46][C:26]([CH:27]=[CH:28][C:29]2[CH:34]=[CH:33][CH:32]=[C:31]([CH:35]=[CH:36][C:37]3[CH:42]=[CH:41][C:40]([N+:43]([O-:45])=[O:44])=[CH:39][CH:38]=3)[N:30]=2)=[CH:25][CH:24]=1)([O-:22])=[O:21].ClC1C=CC=C(C(OO)=O)C=1>ClCCl>[N+:20]([C:23]1[CH:47]=[CH:46][C:26]([CH:27]=[CH:28][C:29]2[CH:34]=[CH:33][CH:32]=[C:31]([CH:35]=[CH:36][C:37]3[CH:42]=[CH:41][C:40]([N+:43]([O-:45])=[O:44])=[CH:39][CH:38]=3)[N+:30]=2[O-:10])=[CH:25][CH:24]=1)([O-:22])=[O:21]. Reported procedure: More specifically, the synthesizing procedure is as follows. 2,6-dimethylpyridine or a substituted product thereof, is reacted with p-nitrobenzenealdehyde or a substituted product according to a method described, for example, in Journal of Organic Chemistry, vol. 15, P. 1184 (1950) to synthesize 2,6-di(p-nitrostyryl)pyridine (K). 30 g of this nitro compound is reacted wtih 27 g of m-chloroperbenzoic acid in three liter of dichloromethane to obtain 24 g of 2,6-di(p-nitrostyryl)pyridine-N-oxide. 2... Solvent: ClCCl (dichloromethane). Product: [N+](=O)([O-])C1=CC=C(C=CC2=[N+](C(=CC=C2)C=CC2=CC=C(C=C2)[N+](=O)[O-])[O-])C=C1 (2,6-di(p-nitrostyryl)pyridine-N-oxide). The reactants are CCO, O=C(C=Cc1ccccc1)c1cc(Cl)ccc1O, [Na+], [OH-]. Yields the product O=C1CC(c2ccccc2)Oc2ccc(Cl)cc21. As a reaction SMILES: [CH3:21][CH2:22][OH:23].[Cl:1][c:2]1[cH:3][cH:4][c:5]([OH:18])[c:6]([C:7]([CH:8]=[CH:9][c:10]2[cH:11][cH:12][cH:13][cH:14][cH:15]2)=[O:16])[cH:17]1.[Na+:20].[OH-:19]>>[Cl:1][c:2]1[cH:3][cH:4][c:5]2[c:6]([cH:17]1)[C:7](=[O:16])[CH2:8][CH:9]([c:10]1[cH:11][cH:12][cH:13][cH:14][cH:15]1)[O:18]2. Reactants: C(=O)C1=C(C=CC=C1)CC(=O)OCC (ethyl 2-formyl-phenyl-acetate), C(C)O (ethanol), NC=1NCCC1 (2-amino-pyrroline). Product: mixture, C1(=CC=CC=C1)C=1C(N=C2N(C1)CCC2)=O (3-phenyl-2-oxo-2,6,7,8-tetrahydro-pyrrolo[1,2-a]pyrimidine), C1(=CC=CC=C1)C1=CN=C2N(C1=O)CCC2 (3-phenyl-4-oxo-4,6,7,8-tetrahydro-pyrrolo[1,2-a]pyrimidine). Isolated yield 75.0%. Reaction SMILES: [NH2:1][C:2]1[NH:3][CH2:4][CH2:5][CH:6]=1.C([C:9]1[CH:14]=[CH:13][CH:12]=[CH:11][C:10]=1[CH2:15][C:16]([O:18]CC)=O)=O.[CH2:21](O)C>>[C:10]1([C:15]2[C:16](=[O:18])[N:1]=[C:2]3[CH2:6][CH2:5][CH2:4][N:3]3[CH:21]=2)[CH:9]=[CH:14][CH:13]=[CH:12][CH:11]=1.[C:10]1([C:15]2[C:16](=[O:18])[N:3]3[CH2:4][CH2:5][CH2:6][C:2]3=[N:1][CH:21]=2)[CH:9]=[CH:14][CH:13]=[CH:12][CH:11]=1. Procedure: 8.4 g. of 2-amino-pyrroline and 19.2 g. of ethyl 2-formyl-phenyl-acetate are heated in 150 ml. ethanol for 5 hours and the reaction mixture is evaporated. The residue is treated with petrol ether, the obtained crystals are filtered. 15.9 g. (75%) of a mixture of 3-phenyl-2-oxo-2,6,7,8-tetrahydro-pyrrolo[1,2-a]pyrimidine and 3-phenyl-4-oxo-4,6,7,8-tetrahydro-pyrrolo[1,2-a]pyrimidine are obtained, melting slowly between 98° to 120° C. Starting materials: CCCCC1CCNCC1, CCCCCCC, CCOC(C)=O, O=C1COc2c(ccc(F)c2F)N1CCCCl, [I-], [K+], [K+], [Na+], O=C([O-])[O-]. Yields the product CCCCC1CCN(CCCN2C(=O)COc3c2ccc(F)c3F)CC1. RXN SMILES: [CH2:26]([CH2:27][CH2:28][CH3:29])[CH:30]1[CH2:31][CH2:32][NH:33][CH2:34][CH2:35]1.[CH3:36][CH2:37][CH2:38][CH2:39][CH2:40][CH2:41][CH3:42].[CH3:43][CH2:44][O:45][C:46]([CH3:47])=[O:48].[Cl:1][CH2:2][CH2:3][CH2:4][N:5]1[C:6](=[O:17])[CH2:7][O:8][c:9]2[c:10]1[cH:11][cH:12][c:13]([F:16])[c:14]2[F:15].[I-:24].[K+:18].[K+:19].[Na+:25].[O-:20][C:21]([O-:22])=[O:23]>>[CH2:2]([CH2:3][CH2:4][N:5]1[C:6](=[O:17])[CH2:7][O:8][c:9]2[c:10]1[cH:11][cH:12][c:13]([F:16])[c:14]2[F:15])[N:33]1[CH2:32][CH2:31][CH:30]([CH2:26][CH2:27][CH2:28][CH3:29])[CH2:35][CH2:34]1.